From a dataset of the Open Reaction Database (ORD), a public repository of structured organic reaction records. describe an organic reaction: reactants, conditions, products, and yield Starting materials: CN(C)C1=NC=CC=C1 (dimethylaminopyridine), CO (methanol), C1(CCCCC1)N=C=NC1CCCCC1 (dicyclohexylcarbodiimide), C(C1=CC=CC=C1)OC(=O)N[C@@H]1C(N([C@H]1C)OC(C(=O)O)(C)C)=O ((3S-trans)-2-[[3-(benzyloxycarbonyl)amino4-methyl-2-oxo-1-azetidinyl]oxy]-2-methylpropanoic acid). The solvent is ClCCl (dichloromethane). Run at time 3 hour. The product is C(C1=CC=CC=C1)OC(=O)N[C@@H]1C(N([C@H]1C)OC(C(=O)OC)(C)C)=O ((3S-trans)-2-[[3-[(Benzyloxycarbonyl)amino]-4-methyl-2-oxo-1-azetidinyl]oxy]-2-methylpropanoic acid, methyl ester). Reaction SMILES: [CH2:1]([O:8][C:9]([NH:11][C@H:12]1[C@H:15]([CH3:16])[N:14]([O:17][C:18]([CH3:23])([CH3:22])[C:19]([OH:21])=[O:20])[C:13]1=[O:24])=[O:10])[C:2]1[CH:7]=[CH:6][CH:5]=[CH:4][CH:3]=1.[CH3:25]N(C1C=CC=CN=1)C.CO.C1(N=C=NC2CCCCC2)CCCCC1>ClCCl>[CH2:1]([O:8][C:9]([NH:11][C@H:12]1[C@H:15]([CH3:16])[N:14]([O:17][C:18]([CH3:23])([CH3:22])[C:19]([O:21][CH3:25])=[O:20])[C:13]1=[O:24])=[O:10])[C:2]1[CH:7]=[CH:6][CH:5]=[CH:4][CH:3]=1. Procedure details: To a stirred suspension of (3S-trans)-2-[[3-(benzyloxycarbonyl)amino4-methyl-2-oxo-1-azetidinyl]oxy]-2-methylpropanoic acid (1.68 g, 5.0 mmol) (see example 29) in 10 ml of dry dichloromethane were added 4 dimethylaminopyridine (30 mg), dry methanol 0.81 ml, 210 mmol) and dicyclohexylcarbodiimide (1.13 g, 5.5 mmol) at 0° C. The reaction mixture was stirred for 3 hours at room temperature. The precipitate (dicyclohexylurea) was removed by filtration and the filtrate was evaporated in vacuo. The re... Reactants: BrC1=CC=C(C=C1)C=1N(CC(N1)(C)O)C1=CC(=C(C=C1)S(=O)(=O)N)F (4-[2-(4-bromophenyl)-4-hydroxy-4-methyl-1H-imidazol-1-yl]-2-fluorobenzenesulfonamide), C(CCC)[Sn](C=1N=C(SC1)[Si](C)(C)C)(CCCC)CCCC (4-(tributylstannyl)-2-trimethylsilylthiazole), crude product. The product is FC1=C(C=CC(=C1)N1C(=NC(=C1)C)C1=CC=C(C=C1)C=1N=C(SC1)[Si](C)(C)C)S(=O)(=O)N (2-Fluoro-4-[4-methyl-2-[4-(2-trimethylsilylthiazol-4-yl)phenyl]-1H-imidazol-1-yl]benzenesulfonamide). RXN SMILES: Br[C:2]1[CH:7]=[CH:6][C:5]([C:8]2[N:9]([C:15]3[CH:20]=[CH:19][C:18]([S:21]([NH2:24])(=[O:23])=[O:22])=[C:17]([F:25])[CH:16]=3)[CH2:10][C:11](O)([CH3:13])[N:12]=2)=[CH:4][CH:3]=1.C([Sn](CCCC)(CCCC)[C:31]1[N:32]=[C:33]([Si:36]([CH3:39])([CH3:38])[CH3:37])[S:34][CH:35]=1)CCC>>[F:25][C:17]1[CH:16]=[C:15]([N:9]2[CH:10]=[C:11]([CH3:13])[N:12]=[C:8]2[C:5]2[CH:6]=[CH:7][C:2]([C:31]3[N:32]=[C:33]([Si:36]([CH3:39])([CH3:38])[CH3:37])[S:34][CH:35]=3)=[CH:3][CH:4]=2)[CH:20]=[CH:19][C:18]=1[S:21]([NH2:24])(=[O:23])=[O:22]. Procedure details: The title compound was prepared according to the procedure of Example 153 (step 4) using 4-[2-(4-bromophenyl)-4-hydroxy-4-methyl-1H-imidazol-1-yl]-2-fluorobenzenesulfonamide instead of 2-(4-bromophenyl)-1-[3-fluoro-4-(methylsulfonyl)phenyl]-4-trifluoromethyl-1H-imidazole and using 4-(tributylstannyl)-2-trimethylsilylthiazole instead of 4-(tributylstannyl)thiazole. The crude product was used next reaction without further purification.